From a dataset of the Open Reaction Database (ORD), a public repository of structured organic reaction records. describe an organic reaction: reactants, conditions, products, and yield The reactants are CCO, [Na+], [OH-], CCOC(=O)c1ccc(-n2cnnc2)cc1. Yields the product O=C(O)c1ccc(-n2cnnc2)cc1. RXN SMILES: [CH3:19][CH2:20][OH:21].[Na+:2].[OH-:1].[n:3]1[n:4][cH:5][n:6](-[c:8]2[cH:9][cH:10][c:11]([C:12](=[O:13])[O:14][CH2:15][CH3:16])[cH:17][cH:18]2)[cH:7]1>>[n:3]1[n:4][cH:5][n:6](-[c:8]2[cH:9][cH:10][c:11]([C:12](=[O:13])[OH:14])[cH:17][cH:18]2)[cH:7]1. The reactants are C(C1=CC=CC=C1)(=O)OC1CC(N(C(C1)(C)C)O)(C)C (4-benzoyloxy-1-oxyl-2,2,6,6-tetramethylpiperidine), C(C)(C)(C)OOC(C)(C)C (di-tert-butyl peroxide), C1=CCCCC1 (cyclohexene). Product: C(C1=CC=CC=C1)(=O)OC1CC(N(C(C1)(C)C)OC1C=CCCC1)(C)C (4-Benzoyloxy-1-(2-cyclohexen-1-yloxy)-2,2,6,6-tetramethylpiperidine). Yield: 81.0%. RXN SMILES: [C:1]([O:9][CH:10]1[CH2:15][C:14]([CH3:17])([CH3:16])[N:13]([OH:18])[C:12]([CH3:20])([CH3:19])[CH2:11]1)(=[O:8])[C:2]1[CH:7]=[CH:6][CH:5]=[CH:4][CH:3]=1.C(OOC(C)(C)C)(C)(C)C.[CH:31]1[CH2:36][CH2:35][CH2:34][CH2:33][CH:32]=1>>[C:1]([O:9][CH:10]1[CH2:11][C:12]([CH3:20])([CH3:19])[N:13]([O:18][CH:36]2[CH2:35][CH2:34][CH2:33][CH:32]=[CH:31]2)[C:14]([CH3:16])([CH3:17])[CH2:15]1)(=[O:8])[C:2]1[CH:3]=[CH:4][CH:5]=[CH:6][CH:7]=1. Reported procedure: A solution of 33.6 grams (122 mmol) of 4-benzoyloxy-1-oxyl-2,2,6,6-tetramethylpiperidine, 23.0 grams (157 mmol) of di-tert-butyl peroxide, and 70 ml of cyclohexene is heated in a Fischer-Porter pressure bottle at 138° C. for 6.5 hours. The reaction mixture is purified by flash chromatography on silica gel (200:1 heptane:ethyl acetate) to afford 35.1 grams (81% yield) of the title compound as a colorless oil. The reactants are 2-methyl-2H-indazole-5-carboxyllic, C(C)N=C=NCCCN(C)C (1-ethyl-3-(3-dimethylaminopropyl) carbodiimide), ON1N=NC2=C1C=CC=C2 (1-hydroxybenzotriazole), CN(C=O)C (dimethylformamide), 1′-isopropyl-4′,6′-dihydrospiro[piperidine-4,6-pyrazolo[3,4-c]pyridin]-7′(1′H), Cl.C(C)(C)N1N=CC2=C1C(NC1(C2)CCNCC1)=O (1′-isopropyl-4′,6′-dihydrospiro[piperidine-4,5′-pyrazolo[3,4-c]pyridin]-7′(1′H)-one hydrochloride salt), O (water). Reaction conditions: time 10 minute. Product: C(C)(C)N1N=CC2=C1C(NC1(C2)CCN(CC1)C(=O)C1=CC2=CN(N=C2C=C1)C)=O (1′-isopropyl-1-(2-methyl-2H-indazole-5-carbonyl)-4′,6′-dihydrospiro[piperidine-4,5′-pyrazolo[3,4-c]pyridin]-7′(1′H)-one). As a reaction SMILES: C(N=C=[N:5][CH2:6][CH2:7][CH2:8][N:9]([CH3:11])C)C.ON1[C:17]2[CH:18]=CC=[CH:21][C:16]=2N=N1.Cl.[CH:23]([N:26]1[C:30]2[C:31](=[O:40])[NH:32][C:33]3([CH2:39][CH2:38][NH:37][CH2:36][CH2:35]3)[CH2:34][C:29]=2[CH:28]=[N:27]1)([CH3:25])[CH3:24].O.CN(C)[CH:44]=[O:45]>>[CH:23]([N:26]1[C:30]2[C:31](=[O:40])[NH:32][C:33]3([CH2:39][CH2:38][N:37]([C:44]([C:16]4[CH:17]=[CH:18][C:6]5[C:7](=[CH:8][N:9]([CH3:11])[N:5]=5)[CH:21]=4)=[O:45])[CH2:36][CH2:35]3)[CH2:34][C:29]=2[CH:28]=[N:27]1)([CH3:25])[CH3:24] |f:2.3|. Reported procedure: To a solution of 2-methyl-2H-indazole-5-carboxyllic acid (28 mg, 0.16 mmol) in dry dimethylformamide was added 1-ethyl-3-(3-dimethylaminopropyl) carbodiimide (37 mg, 0.19 mmol) and 1-hydroxybenzotriazole (26 mg, 0.19 mmol) N,N-diisopropylethylamine (84 μL, 0.48 mmol). The reaction mixture was stirred at room temperature for 10 minutes and then 1′-isopropyl-4′,6′-dihydrospiro[piperidine-4,6-pyrazolo[3,4-c]pyridin]-7′(1′H)-one hydrochloride was added (Intermediate 2, 30 mg, 0.12 mmol) and the reac... Starting materials: Cl (HCl), ClC1=C(OCC(=O)O)C=CC=C1 ((2-chloro-phenoxy)-acetic acid), C1(CCCCC1)[N+]#[C-] (cyclohexyl isocyanide), C(C)(C)(C)OC(NC1=C(C=C(C(=C1)F)F)N)=O ((2-amino-4,5-difluoro-phenyl)-carbamic acid tert-butyl ester), C(C)(C)(C)OC(NC1=C(C=C(C(=C1)F)F)N)=O ((2-amino-4,5-difluoro-phenyl)-carbamic acid tert-butyl ester), C1(CCCCC1)C=O (cyclohexanecarbaldehyde), CO (MeOH). Run in O1CCOCC1 (dioxane). Conditions: time 30 minute. Product: ClC1=C(OCC2=NC3=C(N2C(C(=O)NC2CCCCC2)C2CCCCC2)C=C(C(=C3)F)F)C=CC=C1 (2-[2-(2-Chloro-phenoxymethyl)-5,6-difluoro-benzoimidazol-1-yl]-2,N-dicyclohexyl-acetamide). The yield is 34.0%. As a reaction SMILES: C(O[C:6](=O)[NH:7][C:8]1[CH:13]=[C:12]([F:14])[C:11]([F:15])=[CH:10][C:9]=1[NH2:16])(C)(C)C.[CH:18]1(C=O)[CH2:23][CH2:22][CH2:21][CH2:20][CH2:19]1.[Cl:26][C:27]1[CH:37]=[CH:36][CH:35]=[CH:34][C:28]=1[O:29][CH2:30][C:31](O)=O.[CH:38]1([N+:44]#[C-:45])[CH2:43][CH2:42][CH2:41][CH2:40][CH2:39]1.Cl.C[OH:48]>O1CCOCC1>[Cl:26][C:27]1[CH:37]=[CH:36][CH:35]=[CH:34][C:28]=1[O:29][CH2:30][C:31]1[N:7]([CH:6]([CH:18]2[CH2:19][CH2:20][CH2:21][CH2:22][CH2:23]2)[C:45]([NH:44][CH:38]2[CH2:43][CH2:42][CH2:41][CH2:40][CH2:39]2)=[O:48])[C:8]2[CH:13]=[C:12]([F:14])[C:11]([F:15])=[CH:10][C:9]=2[N:16]=1. Procedure details: To a solution of (2-amino-4,5-difluoro-phenyl)-carbamic acid tert-butyl ester (24.42 mg, 0.10 mmol, 1.0 equiv; Intermediate C) in MeOH (1.0 mL) was added cyclohexanecarbaldehyde (16.83 mg, 18.05 μl, 0.15 mmol, 1.5 equiv; [2043-61-0]) and the mixture stirred at rt. After 30 min, (2-chloro-phenoxy)-acetic acid (18.66 mg, 0.10 mmol, 1.0 equiv; [CAS RN 614-61-9]) and cyclohexyl isocyanide (10.92 mg, 12.27 pi, 0.10 mmol, 1.0 equiv; [931-53-3]) were added and stirring continued at rt for 2 h. A soluti...